Dataset: the Open Reaction Database (ORD), a public repository of structured organic reaction records. Task: describe an organic reaction: reactants, conditions, products, and yield The reactants are Cc1ccc2c(c1)nc(-c1c(F)cc(C(=O)O)cc1F)n2CC1CN(C(=O)OC(C)(C)C)CCO1, CN, CCO, CN(C)C=O. The product is CNC(=O)c1cc(F)c(-c2nc3cc(C)ccc3n2CC2CN(C(=O)OC(C)(C)C)CCO2)c(F)c1. As a reaction SMILES: [C:1]([CH3:2])([CH3:3])([CH3:4])[O:5][C:6](=[O:7])[N:8]1[CH2:9][CH:10]([CH2:14][n:15]2[c:16](-[c:25]3[c:26]([F:35])[cH:27][c:28]([C:29](=[O:30])[OH:31])[cH:32][c:33]3[F:34])[n:17][c:18]3[c:19]2[cH:20][cH:21][c:22]([CH3:24])[cH:23]3)[O:11][CH2:12][CH2:13]1.[CH3:36][NH2:37].[CH3:38][CH2:39][OH:40].[O:41]=[CH:42][N:43]([CH3:44])[CH3:45]>>[C:1]([CH3:2])([CH3:3])([CH3:4])[O:5][C:6](=[O:7])[N:8]1[CH2:9][CH:10]([CH2:14][n:15]2[c:16](-[c:25]3[c:26]([F:35])[cH:27][c:28]([C:29](=[O:30])[NH:37][CH3:36])[cH:32][c:33]3[F:34])[n:17][c:18]3[c:19]2[cH:20][cH:21][c:22]([CH3:24])[cH:23]3)[O:11][CH2:12][CH2:13]1. Starting materials: Cl (Hydrogen chloride), ClC1=CC=C(C=C1)C(CCN(C)C)NC(=O)C1(CCN(CC1)C=1C2=C(N=CN1)NC=C2)NC(OC(C)(C)C)=O (tert-butyl 4-(1-(4-chlorophenyl)-3-(dimethylamino)propylcarbamoyl)-1-(7H-pyrrolo[2,3-d]pyrimidin-4-yl)piperidin-4-ylcarbamate), ClC1=CC=C(C=C1)C(CCN(C)C)NC(=O)C1(CCN(CC1)C=1C2=C(N=CN1)NC=C2)NC(OC(C)(C)C)=O (tert-butyl 4-(1-(4-chlorophenyl)-3-(dimethylamino)propylcarbamoyl)-1-(7H-pyrrolo[2,3-d]pyrimidin-4-yl)piperidin-4-ylcarbamate). Run in C(Cl)Cl (DCM), CO (methanol). Conditions: temperature 22 celsius, time 16 hour. Product: NC1(CCN(CC1)C=1C2=C(N=CN1)NC=C2)C(=O)NC(CCN(C)C)C2=CC=C(C=C2)Cl (4-amino-N-(1-(4-chlorophenyl)-3-(dimethylamino)propyl)-1-(7H-pyrrolo[2,3-d]pyrimidin-4-yl)piperidine-4-carboxamide). Isolated yield 93.2%. As a reaction SMILES: Cl.[Cl:2][C:3]1[CH:8]=[CH:7][C:6]([CH:9]([NH:15][C:16]([C:18]2([NH:33]C(=O)OC(C)(C)C)[CH2:23][CH2:22][N:21]([C:24]3[C:25]4[CH:32]=[CH:31][NH:30][C:26]=4[N:27]=[CH:28][N:29]=3)[CH2:20][CH2:19]2)=[O:17])[CH2:10][CH2:11][N:12]([CH3:14])[CH3:13])=[CH:5][CH:4]=1>C(Cl)Cl.CO>[NH2:33][C:18]1([C:16]([NH:15][CH:9]([C:6]2[CH:7]=[CH:8][C:3]([Cl:2])=[CH:4][CH:5]=2)[CH2:10][CH2:11][N:12]([CH3:13])[CH3:14])=[O:17])[CH2:19][CH2:20][N:21]([C:24]2[C:25]3[CH:32]=[CH:31][NH:30][C:26]=3[N:27]=[CH:28][N:29]=2)[CH2:22][CH2:23]1. Reported procedure: Hydrogen chloride (4M in 1,4-dioxane, 1.01 mL, 4.05 mmol) was added to tert-butyl 4-(1-(4-chlorophenyl)-3-(dimethylamino)propylcarbamoyl)-1-(7H-pyrrolo[2,3-d]pyrimidin-4-yl)piperidin-4-ylcarbamate (Intermediate 34) (0.045 g, 0.08 mmol) in a mixture of DCM (5 mL) and methanol (2 mL) at 22° C. The resulting solution was stirred at 22° C. for 16 hours. The mixture was evaporated and the residue was purified by ion exchange chromatography, using an SCX column. The desired product was eluted from the... Product: NC1=NC=C(C=N1)C=1N=C(C2=C(N1)C(=C(S2)CN2CCN(CC2)C([C@H](C)O)=O)C)N2CCOCC2 ((S)-1-(4-((2-(2-aminopyrimidin-5-yl)-7-methyl-4-morpholinothieno[3,2-d]pyrimidin-6-yl)methyl)piperazin-1-yl)-2-hydroxypropan-1-one). Procedure: (S)-1-(4-((2-Chloro-7-methyl-4-morpholinothieno[3,2-d]pyrimidin-6-yl)methyl)piperazin-1-yl)-2-hydroxypropan-1-one (60 mg) was reacted with 50 mg of 5-(4,4,5,5-tetramethyl-1,3,2-dioxaborolan-2-yl)pyrimidin-2-amine via General Procedure A-2 to give 10 mg of Formula Ib (US 2008/0242665, incorporated by reference). MS (Q1) 499.3 (M)+. Reaction SMILES: Cl[C:2]1[N:3]=[C:4]([N:24]2[CH2:29][CH2:28][O:27][CH2:26][CH2:25]2)[C:5]2[S:10][C:9]([CH2:11][N:12]3[CH2:17][CH2:16][N:15]([C:18](=[O:22])[C@@H:19]([OH:21])[CH3:20])[CH2:14][CH2:13]3)=[C:8]([CH3:23])[C:6]=2[N:7]=1.CC1(C)C(C)(C)OB([C:38]2[CH:39]=[N:40][C:41]([NH2:44])=[N:42][CH:43]=2)O1>>[NH2:44][C:41]1[N:42]=[CH:43][C:38]([C:2]2[N:3]=[C:4]([N:24]3[CH2:29][CH2:28][O:27][CH2:26][CH2:25]3)[C:5]3[S:10][C:9]([CH2:11][N:12]4[CH2:17][CH2:16][N:15]([C:18](=[O:22])[C@@H:19]([OH:21])[CH3:20])[CH2:14][CH2:13]4)=[C:8]([CH3:23])[C:6]=3[N:7]=2)=[CH:39][N:40]=1. Reactants: ClC=1N=C(C2=C(N1)C(=C(S2)CN2CCN(CC2)C([C@H](C)O)=O)C)N2CCOCC2 ((S)-1-(4-((2-Chloro-7-methyl-4-morpholinothieno[3,2-d]pyrimidin-6-yl)methyl)piperazin-1-yl)-2-hydroxypropan-1-one), CC1(OB(OC1(C)C)C=1C=NC(=NC1)N)C (5-(4,4,5,5-tetramethyl-1,3,2-dioxaborolan-2-yl)pyrimidin-2-amine). Reactants: CCOC(=O)CC(=O)OCC, C1COCCO1, COc1cc(F)cc(F)c1Br, Cl, [Cu]Br, [H-], [Na+]. The product is CCOC(=O)C(C(=O)OCC)c1c(F)cc(F)cc1OC. Reaction SMILES: [C:1]([CH2:2][C:3](=[O:4])[O:5][CH2:6][CH3:7])(=[O:8])[O:9][CH2:10][CH3:11].[CH2:28]1[O:29][CH2:30][CH2:31][O:32][CH2:33]1.[CH3:14][O:15][c:16]1[c:17]([Br:24])[c:18]([F:23])[cH:19][c:20]([F:22])[cH:21]1.[ClH:25].[Cu:26][Br:27].[H-:12].[Na+:13]>>[C:1]([CH:2]([C:3](=[O:4])[O:5][CH2:6][CH3:7])[c:17]1[c:16]([O:15][CH3:14])[cH:21][c:20]([F:22])[cH:19][c:18]1[F:23])(=[O:8])[O:9][CH2:10][CH3:11].